This data is from the Open Reaction Database (ORD), a public repository of structured organic reaction records. The task is: describe an organic reaction: reactants, conditions, products, and yield Starting materials: FC(F)(F)c1cc(Cl)c(-n2ncc(CBr)n2)c(Cl)c1, CCS, [H-], [Na+], C1CCOC1, O. Product: CCSCc1cnn(-c2c(Cl)cc(C(F)(F)F)cc2Cl)n1. Reaction SMILES: [Br:1][CH2:2][c:3]1[n:4][n:5](-[c:8]2[c:9]([Cl:19])[cH:10][c:11]([C:15]([F:16])([F:17])[F:18])[cH:12][c:13]2[Cl:14])[n:6][cH:7]1.[CH2:20]([CH3:21])[SH:22].[H-:23].[Na+:24].[O:26]1[CH2:27][CH2:28][CH2:29][CH2:30]1.[OH2:25]>>[CH2:2]([c:3]1[n:4][n:5](-[c:8]2[c:9]([Cl:19])[cH:10][c:11]([C:15]([F:16])([F:17])[F:18])[cH:12][c:13]2[Cl:14])[n:6][cH:7]1)[S:22][CH2:20][CH3:21]. The reactants are O=C(C(=O)OC)N1C(CCC1)C(CCC=C)=O (methyl 2-oxo-2-(2-pent-4-enoylpyrrolidinyl)acetate), CC(CC[Mg]Cl)C (3,3-dimethylpropyl magnesium chloride). Run in C1CCOC1 (THF). Reaction conditions: time 2.5 hour. The product is CC(C(C(=O)N1C(CCC1)C(CCC=C)=O)=O)(CC)C (3,3-dimethyl-1-(2-pent-4-enoylpyrrolidinyl)pentane-1,2-dione). RXN SMILES: [O:1]=[C:2]([N:7]1[CH2:11][CH2:10][CH2:9][CH:8]1[C:12](=[O:17])[CH2:13][CH2:14][CH:15]=[CH2:16])[C:3]([O:5]C)=O.[CH3:18][CH:19]([CH3:24])[CH2:20][CH2:21][Mg]Cl>C1COCC1>[CH3:18][C:19]([CH3:24])([CH2:20][CH3:21])[C:3](=[O:5])[C:2]([N:7]1[CH2:11][CH2:10][CH2:9][CH:8]1[C:12](=[O:17])[CH2:13][CH2:14][CH:15]=[CH2:16])=[O:1]. Procedure: A solution of methyl 2-oxo-2-(2-pent-4-enoylpyrrolidinyl)acetate (21.0 g; 88 mmol) in 150 ml THF was cooled to −78° C., under nitrogen, and treated with 200 ml (180 mmol) of 0.9 M 3,3-dimethylpropyl magnesium chloride. After stirring for 2.5 hours, TLC indicated that the reaction was complete. It was quenched with 300 ml of saturated NH4Cl followed by 200 ml of ethyl acetate. The layers were separated and the aqueous layer was extracted once more with 300 ml of ethyl acetate. The combined organi... Reactants: C1CCOC1, [H-], CI, CC(C)(C)OC(=O)NCCn1ccc([N+](=O)[O-])n1, [Na+]. Product: CN(CCn1ccc([N+](=O)[O-])n1)C(=O)OC(C)(C)C. As a reaction SMILES: [CH2:23]1[O:24][CH2:25][CH2:26][CH2:27]1.[H-:20].[I:21][CH3:22].[N+:1](=[O:2])([O-:3])[c:4]1[n:5][n:6]([CH2:9][CH2:10][NH:11][C:12]([O:13][C:14]([CH3:15])([CH3:16])[CH3:17])=[O:18])[cH:7][cH:8]1.[Na+:19]>>[N+:1](=[O:2])([O-:3])[c:4]1[n:5][n:6]([CH2:9][CH2:10][N:11]([C:12]([O:13][C:14]([CH3:15])([CH3:16])[CH3:17])=[O:18])[CH3:22])[cH:7][cH:8]1. Reactants: C(C)(C)(C)OC(NC1=C(C=C(C(=C1)N1CCCC1)C(F)(F)F)NC(CC(C1=CC(=CC=C1)C=1C=NC=CC1)=O)=O)=O ({2-[3-oxo-3-(3-pyridin-3-yl-phenyl)-propionylamino]-5-pyrrolidin-1-yl-4-trifluoromethyl-phenyl}-carbamic acid tert-butyl ester), C(=O)(C(F)(F)F)O (TFA). Run in C(Cl)Cl (CH2Cl2). Yields the product N1=CC(=CC=C1)C=1C=C(C=CC1)C1=NC2=C(NC(C1)=O)C=C(C(=C2)N2CCCC2)C(F)(F)F (4-(3-Pyridin-3-yl-phenyl)-7-pyrrolidin-1-yl-8-trifluoromethyl-1,3-dihydro-benzo[b][1,4]diazepin-2-one), solid. The yield is 65.0%. Reaction SMILES: C(OC(=O)[NH:7][C:8]1[CH:13]=[C:12]([N:14]2[CH2:18][CH2:17][CH2:16][CH2:15]2)[C:11]([C:19]([F:22])([F:21])[F:20])=[CH:10][C:9]=1[NH:23][C:24](=[O:40])[CH2:25][C:26](=O)[C:27]1[CH:32]=[CH:31][CH:30]=[C:29]([C:33]2[CH:34]=[N:35][CH:36]=[CH:37][CH:38]=2)[CH:28]=1)(C)(C)C.C(O)(C(F)(F)F)=O>C(Cl)Cl>[N:35]1[CH:36]=[CH:37][CH:38]=[C:33]([C:29]2[CH:28]=[C:27]([C:26]3[CH2:25][C:24](=[O:40])[NH:23][C:9]4[CH:10]=[C:11]([C:19]([F:22])([F:20])[F:21])[C:12]([N:14]5[CH2:15][CH2:16][CH2:17][CH2:18]5)=[CH:13][C:8]=4[N:7]=3)[CH:32]=[CH:31][CH:30]=2)[CH:34]=1. Reported procedure: The title compound was prepared from {2-[3-oxo-3-(3-pyridin-3-yl-phenyl)-propionylamino]-5-pyrrolidin-1-yl-4-trifluoromethyl-phenyl}-carbamic acid tert-butyl ester (Example M169) (249 mg, 0.438 mmol) by treatment with TFA in CH2Cl2 according to the general procedure N. Obtained as a yellow solid (129 mg, 65%).